The task is: describe an organic reaction: reactants, conditions, products, and yield. This data is from the Open Reaction Database (ORD), a public repository of structured organic reaction records. Starting materials: 3,3-Dimethyl-1-(N-methyl-N-methylsulfonyl)aminoindan, CC1(CC(C2=CC=CC=C12)=O)C (3,3-dimethylindan-1-one), C(C)(=O)[O-].[NH4+] (ammonium acetate), C(#N)[BH3-].[Na+] (sodium cyanoborohydride), Cl (hydrochloric acid). Run in CO (methanol). Product: NC1CC(C2=CC=CC=C12)(C)C (1-amino-3,3-dimethylindan). The yield is 40.9%. RXN SMILES: [CH3:1][C:2]1([CH3:12])[C:10]2[C:5](=[CH:6][CH:7]=[CH:8][CH:9]=2)[C:4](=O)[CH2:3]1.C([O-])(=O)C.[NH4+].C([BH3-])#[N:19].[Na+].Cl>CO>[NH2:19][CH:4]1[C:5]2[C:10](=[CH:9][CH:8]=[CH:7][CH:6]=2)[C:2]([CH3:12])([CH3:1])[CH2:3]1 |f:1.2,3.4|. Procedure details: 3,3-Dimethyl-1-(N-methyl-N-methylsulfonyl)aminoindan ##STR18## a) A solution of 25.0 g (0.156 mol) of 3,3-dimethylindan-1-one (Chem. Ber. 64, 1931, 1493) in 700 ml of methanol was stirred with 120.2 g (1.56 mol) of ammonium acetate and 69.1 g (1.1 mol) of sodium cyanoborohydride at 60° C. for 8 h. The reaction mixture was adjusted to pH<2 using dilute hydrochloric acid and concentrated using a rotary evaporator. The residue was taken up in dilute hydrochloric acid and extracted with EA, and the ...